Dataset: the Open Reaction Database (ORD), a public repository of structured organic reaction records. Task: describe an organic reaction: reactants, conditions, products, and yield The reactants are C(C(=O)C)=O (pyruvaldehyde), NC1CCN(CC1)C(=O)OCC (ethyl 4-aminopiperidinecarboxylate), C1(=CC=C(C=C1)S(=O)(=O)C(C1=CC=C(C=C1)F)[N+]#[C-])C (α-(p-toluenesulfonyl)-4-fluorobenzylisonitrile), C(=O)([O-])[O-].[K+].[K+] (K2CO3). The solvent is CS(=O)C (DMSO). Run at time 10 minute. Product: C(C)OC(=O)N1CCC(CC1)N1C=NC(=C1C(C)=O)C1=CC=C(C=C1)F (1-(1-Ethoxycarbonyl-4-piperidinyl)-4-(4-fluorophenyl)-5-acetylimidazole). Reaction SMILES: [CH:1](=O)[C:2]([CH3:4])=[O:3].[NH2:6][CH:7]1[CH2:12][CH2:11][N:10]([C:13]([O:15][CH2:16][CH3:17])=[O:14])[CH2:9][CH2:8]1.C1(C)C=CC(S([CH:27]([N+:35]#[C-:36])[C:28]2[CH:33]=[CH:32][C:31]([F:34])=[CH:30][CH:29]=2)(=O)=O)=CC=1.C([O-])([O-])=O.[K+].[K+]>CS(C)=O>[CH2:16]([O:15][C:13]([N:10]1[CH2:9][CH2:8][CH:7]([N:6]2[C:1]([C:2](=[O:3])[CH3:4])=[C:27]([C:28]3[CH:29]=[CH:30][C:31]([F:34])=[CH:32][CH:33]=3)[N:35]=[CH:36]2)[CH2:12][CH2:11]1)=[O:14])[CH3:17] |f:3.4.5|. Procedure details: To a solution of pyruvaldehyde (40% w/w solution in water, 6.6 mL, 7.8 g, 0.058 mol) in DMSO (100 mL) at ambient temperature was added ethyl 4-aminopiperidinecarboxylate (10 g, 0.058 mol). After 10 min, α-(p-toluenesulfonyl)-4-fluorobenzylisonitrile (8.4 g, 0.029 mol) and K2CO3 (8.0 g, 0.058 mol) were added. After stirring for 18 h, the solution was partition between EtOAc and 3 N HCl and the organic phase was washed with 3N HCl. The combined aqueous layers were neutralized with solid K2CO3 and ... Run in CN1C(CCC1)=O (1-methyl-2-pyrrolidinone). Procedure details: To a solution of 4-[(4-fluoro-2-methyl-1H-indol-5-yl)oxy]-6-methoxyquinazolin-7-ol (2.5 g) in 1-methyl-2-pyrrolidinone (25 ml) and methyl tert-butyl ether (1.8 ml) was added potassium carbonate (815 mg). The mixture was degassed by holding under vacuum and letting down with nitrogen. This was carried out five times. The mixture was heated to 80° C. and 4-azoniaspiro[3,4]octane bromide (1.75 g) was added. The mixture was maintained at 80° C. for 3.5 hours. To the hot mixture was added water (27 m... The product is FC1=C2C=C(NC2=CC=C1OC1=NC=NC2=CC(=C(C=C12)OC)OCCCN1CCCC1)C (4-[(4-fluoro-2-methyl-1H-indol-5-yl)oxy]-6-methoxy-7-(3-pyrrolidin-1-ylpropoxy)quinazoline). Reactants: FC1=C2C=C(NC2=CC=C1OC1=NC=NC2=CC(=C(C=C12)OC)O)C (4-[(4-fluoro-2-methyl-1H-indol-5-yl)oxy]-6-methoxyquinazolin-7-ol), C([O-])([O-])=O.[K+].[K+] (potassium carbonate), C(C)(C)(C)OC (methyl tert-butyl ether). Conditions: temperature 80 celsius. RXN SMILES: [F:1][C:2]1[C:10]([O:11][C:12]2[C:21]3[C:16](=[CH:17][C:18](O)=[C:19]([O:22][CH3:23])[CH:20]=3)[N:15]=[CH:14][N:13]=2)=[CH:9][CH:8]=[C:7]2[C:3]=1[CH:4]=[C:5]([CH3:25])[NH:6]2.[C:26](=[O:29])([O-])[O-].[K+].[K+].[C:32](OC)([CH3:35])([CH3:34])C>CN1CCCC1=O>[F:1][C:2]1[C:10]([O:11][C:12]2[C:21]3[C:16](=[CH:17][C:18]([O:29][CH2:26][CH2:4][CH2:5][N:6]4[CH2:35][CH2:32][CH2:34][CH2:7]4)=[C:19]([O:22][CH3:23])[CH:20]=3)[N:15]=[CH:14][N:13]=2)=[CH:9][CH:8]=[C:7]2[C:3]=1[CH:4]=[C:5]([CH3:25])[NH:6]2 |f:1.2.3|. Starting materials: BrC1=CC=C(C=C1)CCCCC (1-Bromo-4-pentylbenzene), CC(C#C)(C)O (3-methyl-1-butyne-3-ol). Reagents/catalysts: [Cu]I (copper(I) iodide), Cl[Pd]([P](C1=CC=CC=C1)(C2=CC=CC=C2)C3=CC=CC=C3)([P](C4=CC=CC=C4)(C5=CC=CC=C5)C6=CC=CC=C6)Cl (bis(triphenylphosphine)palladium(II) chloride), C1(=CC=CC=C1)P(C1=CC=CC=C1)C1=CC=CC=C1 (triphenylphosphine). Run in C(C)N(CC)CC (triethylamine). Conditions: time 1 hour. The product is CC(C#CC1=CC=C(C=C1)CCCCC)(C)O (3-methyl-1-(4'-pentylphenyl)-1-butyne-3-ol). The yield is 79.3%. Reaction SMILES: Br[C:2]1[CH:7]=[CH:6][C:5]([CH2:8][CH2:9][CH2:10][CH2:11][CH3:12])=[CH:4][CH:3]=1.[CH3:13][C:14]([OH:18])([CH3:17])[C:15]#[CH:16]>C(N(CC)CC)C.Cl[Pd](Cl)([P](C1C=CC=CC=1)(C1C=CC=CC=1)C1C=CC=CC=1)[P](C1C=CC=CC=1)(C1C=CC=CC=1)C1C=CC=CC=1.[Cu]I.C1(P(C2C=CC=CC=2)C2C=CC=CC=2)C=CC=CC=1>[CH3:13][C:14]([OH:18])([CH3:17])[C:15]#[C:16][C:2]1[CH:7]=[CH:6][C:5]([CH2:8][CH2:9][CH2:10][CH2:11][CH3:12])=[CH:4][CH:3]=1 |^1:28,47|. Reported procedure: 1-Bromo-4-pentylbenzene (102 g), 3-methyl-1-butyne-3-ol (38 g), triphenylphosphine (2 g) and bis(triphenylphosphine)palladium(II) chloride (1 g) were dissolved in triethylamine (390 ml) under nitrogen atmosphere, and then copper(I) iodide (0.3 g) was added thereto. After stirring at room temperature for 1 hour, the reaction mixture was further stirred at 90° C. for 5 hours. The resulting precipitated crystals were filtered, and then triethylamine was distilled off therefrom, followed by extracti... Starting materials: C(C1=CC=CC=C1)N1CC(OCC1)C1=NC2=C(N1)C=CC(=C2)Cl (4-benzyl-2-(5-chloro-1H-benzo[d]imidazol-2-yl)morpholine), Cl (hydrogen chloride), C(Cl)Cl (CH2Cl2). Reagents/catalysts: [Pd] (palladium on carbon). Solvent: CO (CH3OH). Conditions: temperature 25 celsius, time 3 hour. Product: ClC1=CC2=C(NC(=N2)C2CNCCO2)C=C1 (5-Chloro-2-(2-morpholinyl)-1H-benzimidazole). Yield: 26.3%. RXN SMILES: C([N:8]1[CH2:13][CH2:12][O:11][CH:10]([C:14]2[NH:18][C:17]3[CH:19]=[CH:20][C:21]([Cl:23])=[CH:22][C:16]=3[N:15]=2)[CH2:9]1)C1C=CC=CC=1.Cl.C(Cl)Cl>CO.[Pd]>[Cl:23][C:21]1[CH:20]=[CH:19][C:17]2[NH:18][C:14]([CH:10]3[O:11][CH2:12][CH2:13][NH:8][CH2:9]3)=[N:15][C:16]=2[CH:22]=1. Reported procedure: To a solution of 4-benzyl-2-(5-chloro-1H-benzo[d]imidazol-2-yl)morpholine (2.1 g, 6.41 mmol), and hydrogen chloride (0.234 g, 6.41 mmol) in CH3OH (50 mL) stirred under nitrogen at room temperature was added palladium on carbon (0.068 g, 0.641 mmol). The reaction mixture was stirred under hydrogen at 25° C. for 3 hours. CH2Cl2 was added and the mixture was filtered. The filtrate was evaporated in vacuo and the residue was dissolved in water (10 mL). The crude product was purified via reverse phas... Starting materials: C(C1=CC=CC=C1)N (Benzylamine), C(C)(C)(C)OC1=NC=CC(=C1)C1=NN=C(C2=C(C=CC=C12)C1=CC=CC=C1)Cl (1-(2-(tert-butoxy)pyridin-4-yl)-4-chloro-5-phenylphthalazine). Run in ClCCl (dichloromethane). Conditions: temperature 100 celsius. Product: C(C1=CC=CC=C1)NC1=NN=C(C2=CC=CC(=C12)C1=CC=CC=C1)C1=CC(=NC=C1)OC(C)(C)C (N-benzyl-4-(2-(tert-butoxy)pyridin-4-yl)-8-phenylphthalazin-1-amine). Isolated yield 50.8%. As a reaction SMILES: [CH2:1]([NH2:8])[C:2]1[CH:7]=[CH:6][CH:5]=[CH:4][CH:3]=1.[C:9]([O:13][C:14]1[CH:19]=[C:18]([C:20]2[C:29]3[C:24](=[C:25]([C:30]4[CH:35]=[CH:34][CH:33]=[CH:32][CH:31]=4)[CH:26]=[CH:27][CH:28]=3)[C:23](Cl)=[N:22][N:21]=2)[CH:17]=[CH:16][N:15]=1)([CH3:12])([CH3:11])[CH3:10]>ClCCl>[CH2:1]([NH:8][C:23]1[C:24]2[C:29](=[CH:28][CH:27]=[CH:26][C:25]=2[C:30]2[CH:31]=[CH:32][CH:33]=[CH:34][CH:35]=2)[C:20]([C:18]2[CH:17]=[CH:16][N:15]=[C:14]([O:13][C:9]([CH3:12])([CH3:11])[CH3:10])[CH:19]=2)=[N:21][N:22]=1)[C:2]1[CH:7]=[CH:6][CH:5]=[CH:4][CH:3]=1. Reported procedure: Benzylamine (5.00 mL, 45.8 mmol) was added to 1-(2-(tert-butoxy)pyridin-4-yl)-4-chloro-5-phenylphthalazine (0.200 g, 0.513 mmol) and heated in a sealed tube at 100° C. for 12 h. The reaction mixture was diluted with dichloromethane (100 mL) and washed with water (50 mL) followed by brine (25 mL). The organic layer was dried over Na2SO4, filtered and concentrated under reduced pressure. The resulting residue was purified by flash chromatography using Combiflash Isco (REDISEP®, basic Al2O3, 80 g, ... The reactants are C(C)N(C1=C(C=CC(=C1)OC)C1CC=2C=CC(=CC2CC1)OC(C(C)(C)C)=O)C(C1=CC=C(C=C1)O)=O (pivalic acid 6-{2-[ethyl(4-hydroxybenzoyl)amino]-4-methoxyphenyl}-5,6,7,8-tetrahydronaphthalen-2-yl ester), ClCC(=O)N(C)CC (2-chloro-N-ethyl-N-methylacetamide). The product is C(C)N(C1=C(C=CC(=C1)OC)C1CC=2C=CC(=CC2CC1)O)CC1=CC=C(C=C1)OCCN(C)CC (6-{2-{Ethyl{4-[2-(ethylmethylamino)ethoxy]benzyl}amino}-4-methoxyphenyl}-5,6,7,8-tetrahydronaphthalen-2-ol). Isolated yield 88.3%. Reaction SMILES: C(N(C(=O)C1C=CC(O)=CC=1)C1[CH:9]=[C:8]([O:10][CH3:11])[CH:7]=[CH:6][C:5]=1[CH:12]1[CH2:21][CH2:20][C:19]2[CH:18]=[C:17]([O:22]C(=O)C(C)(C)C)[CH:16]=[CH:15][C:14]=2[CH2:13]1)C.Cl[CH2:39][C:40]([N:42]([CH2:44][CH3:45])[CH3:43])=O>>[CH2:44]([N:42]([CH2:40][C:39]1[CH:19]=[CH:18][C:17]([O:22][CH2:39][CH2:40][N:42]([CH2:44][CH3:45])[CH3:43])=[CH:16][CH:15]=1)[C:43]1[CH:9]=[C:8]([O:10][CH3:11])[CH:7]=[CH:6][C:5]=1[CH:12]1[CH2:21][CH2:20][C:19]2[CH:18]=[C:17]([OH:22])[CH:16]=[CH:15][C:14]=2[CH2:13]1)[CH3:45]. Reported procedure: Synthesized from pivalic acid 6-{2-[ethyl(4-hydroxybenzoyl)amino]-4-methoxyphenyl}-5,6,7,8-tetrahydronaphthalen-2-yl ester (20 mg) and 2-chloro-N-ethyl-N-methylacetamide (11 mg) according to an analogous synthetic method to Example 404 and purified by LC-MS, the title compound (8.6 mg) was obtained.